This data is from the Open Reaction Database (ORD), a public repository of structured organic reaction records. The task is: describe an organic reaction: reactants, conditions, products, and yield Starting materials: O=P(Cl)(Cl)Cl, O=c1[nH]c2c(cnc3cc(-c4ccncc4)nn32)cc1-c1ccccc1. Yields the product Clc1nc2c(cnc3cc(-c4ccncc4)nn32)cc1-c1ccccc1. RXN SMILES: [P:27]([Cl:28])([Cl:29])([Cl:30])=[O:31].[n:1]1[cH:2][cH:3][c:4](-[c:7]2[cH:8][c:9]3[n:10]([c:11]4[nH:12][c:13](=[O:25])[c:14](-[c:19]5[cH:20][cH:21][cH:22][cH:23][cH:24]5)[cH:15][c:16]4[cH:17][n:18]3)[n:26]2)[cH:5][cH:6]1>>[n:1]1[cH:2][cH:3][c:4](-[c:7]2[cH:8][c:9]3[n:10]([c:11]4[n:12][c:13]([Cl:29])[c:14](-[c:19]5[cH:20][cH:21][cH:22][cH:23][cH:24]5)[cH:15][c:16]4[cH:17][n:18]3)[n:26]2)[cH:5][cH:6]1. The reactants are intermediate, CC1=CC(=NC=N1)C(=O)[O-].[K+] (potassium 6-methylpyrimidine-4-carboxylate), S(O)(O)(=O)=O (sulfuric acid), CO (methanol). Product: COC(=O)C1=NC=NC(=C1)C (6-methylpyrimidine-4-carboxylic acid methyl ester), compound 58. Reaction SMILES: [CH3:1][C:2]1[N:7]=[CH:6][N:5]=[C:4]([C:8]([O-:10])=[O:9])[CH:3]=1.[K+].S(=O)(=O)(O)O.[CH3:17]O>>[CH3:17][O:9][C:8]([C:4]1[CH:3]=[C:2]([CH3:1])[N:7]=[CH:6][N:5]=1)=[O:10] |f:0.1|. Procedure: 1.77 g (16.37 mmol) of 4,6-dimethylpyrimidine was dissolved in 20 ml of water and stirred. 5.69 g (36.01 mmol) of potassium permanganate solution in 60 ml of water was added thereto and heated at temperature of 70° C. to 75° C. After the color of potassium permanganate disappeared, the mixture was filtered with celite and extracted with dichloromethane to collect the remaining starting material. The aqueous layer was removed under reduced pressure to obtain potassium 6-methylpyrimidine-4-carboxy... Starting materials: ClC1=C(C=C(C=C1)OC(C(C)(C)C)=O)C(=O)NCC1=CC=C(C(=O)OC)C=C1 (methyl 4-{[({2-chloro-5-[(2,2-dimethylpropanoyl)oxy]phenyl}carbonyl)amino]methyl}benzoate), C[O-].[Na+] (sodium methoxide). Solvent: CO (methanol). Yields the product ClC1=C(C=C(C=C1)O)C(=O)NCC1=CC=C(C(=O)OC)C=C1 (Methyl 4-({[(2-chloro-5-hydroxyphenyl)carbonyl]amino}methyl)benzoate). Reaction SMILES: [Cl:1][C:2]1[CH:7]=[CH:6][C:5]([O:8]C(=O)C(C)(C)C)=[CH:4][C:3]=1[C:15]([NH:17][CH2:18][C:19]1[CH:28]=[CH:27][C:22]([C:23]([O:25][CH3:26])=[O:24])=[CH:21][CH:20]=1)=[O:16].C[O-].[Na+]>CO>[Cl:1][C:2]1[CH:7]=[CH:6][C:5]([OH:8])=[CH:4][C:3]=1[C:15]([NH:17][CH2:18][C:19]1[CH:20]=[CH:21][C:22]([C:23]([O:25][CH3:26])=[O:24])=[CH:27][CH:28]=1)=[O:16] |f:1.2|. Reported procedure: A solution of methyl 4-{[({2-chloro-5-[(2,2-dimethylpropanoyl)oxy]phenyl}carbonyl)amino]methyl}benzoate (590 mg, 1.46 mmol) and sodium methoxide (1.2 eq, 95 mg, 1.76 mmol) in methanol (10 ml) was heated at 65° C. overnight. On cooling the solvent was evaporated in vacuo to give the title compound as a white solid. MS (ES+) m/z 320 [M+H]+ (C16H1435ClNO4). 1H-NMR (400 MHz, d6-DMSO) δ 3.84 (3H, s), 4.45 (2H, d, J 6), 6.55 (2H, m), 6.99 (1H, d, J 8.8), 7.46 (2H, d, J 8.4), 7.92 (2H, m), 8.82 (1H, t)...